This data is from the Open Reaction Database (ORD), a public repository of structured organic reaction records. The task is: describe an organic reaction: reactants, conditions, products, and yield Reactants: CO, COC(=O)C(Cl)(Cl)CCCCCCCCC(O)Cc1ccc(Cl)cc1, Cl, [Li+], [OH-]. The product is O=C(O)C(Cl)(Cl)CCCCCCCCC(O)Cc1ccc(Cl)cc1. Reaction SMILES: [CH3:29][OH:30].[Cl:1][C:2]([C:3](=[O:4])[O:5][CH3:6])([CH2:7][CH2:8][CH2:9][CH2:10][CH2:11][CH2:12][CH2:13][CH2:14][CH:15]([CH2:16][c:17]1[cH:18][cH:19][c:20]([Cl:23])[cH:21][cH:22]1)[OH:24])[Cl:25].[ClH:28].[Li+:26].[OH-:27]>>[Cl:1][C:2]([C:3](=[O:4])[OH:5])([CH2:7][CH2:8][CH2:9][CH2:10][CH2:11][CH2:12][CH2:13][CH2:14][CH:15]([CH2:16][c:17]1[cH:18][cH:19][c:20]([Cl:23])[cH:21][cH:22]1)[OH:24])[Cl:25]. Product: CCCCc1nc(Cl)c(CNS(=O)(=O)C(F)(F)F)n1Cc1ccc(C(=O)c2ccccc2C(=O)OC)cc1. The reactants are [Cr], O=S(=O)(OS(=O)(=O)C(F)(F)F)C(F)(F)F, CCCCc1nc(Cl)c(CN)n1Cc1ccc(C(=O)c2ccccc2C(=O)OC)cc1, O, c1ccncc1. RXN SMILES: [Cr:53].[F:1][C:2]([F:3])([F:4])[S:5](=[O:6])([O:8][S:7]([C:9]([F:10])([F:11])[F:12])(=[O:13])=[O:14])=[O:15].[NH2:22][CH2:23][c:24]1[c:25]([Cl:52])[n:26][c:27]([CH2:48][CH2:49][CH2:50][CH3:51])[n:28]1[CH2:29][c:30]1[cH:31][cH:32][c:33]([C:36]([c:37]2[c:38]([C:43](=[O:44])[O:45][CH3:46])[cH:39][cH:40][cH:41][cH:42]2)=[O:47])[cH:34][cH:35]1.[OH2:54].[cH:16]1[cH:17][cH:18][n:19][cH:20][cH:21]1>>[F:1][C:2]([F:3])([F:4])[S:5](=[O:6])(=[O:8])[NH:22][CH2:23][c:24]1[c:25]([Cl:52])[n:26][c:27]([CH2:48][CH2:49][CH2:50][CH3:51])[n:28]1[CH2:29][c:30]1[cH:31][cH:32][c:33]([C:36]([c:37]2[c:38]([C:43](=[O:44])[O:45][CH3:46])[cH:39][cH:40][cH:41][cH:42]2)=[O:47])[cH:34][cH:35]1.